This data is from the Open Reaction Database (ORD), a public repository of structured organic reaction records. The task is: describe an organic reaction: reactants, conditions, products, and yield Yields the product NC1=CC2=C(CCN(CC2)CCNC(C2=C(C=C(C=C2)N)OC)=O)C=C1 (7-Amino-3-(2-[4-amino-2-methoxybenzamido]ethyl)-1,2,4,5-tetrahydro-3H-3-benzazepine). Reactants: [N+](=O)([O-])C1=CC2=C(CCN(CC2)CCNC(C2=C(C=C(C=C2)[N+](=O)[O-])OC)=O)C=C1 (7-Nitro-3-(2-[2-methoxy-4-nitrobenzamido]ethyl)-1,2,4,5-tetrahydro-3H-3-benzazepine). The solvent is C(C)O.CO (ethanol methanol). As a reaction SMILES: [N+:1]([C:4]1[CH:30]=[CH:29][C:7]2[CH2:8][CH2:9][N:10]([CH2:13][CH2:14][NH:15][C:16](=[O:28])[C:17]3[CH:22]=[CH:21][C:20]([N+:23]([O-])=O)=[CH:19][C:18]=3[O:26][CH3:27])[CH2:11][CH2:12][C:6]=2[CH:5]=1)([O-])=O>C(O)C.CO>[NH2:1][C:4]1[CH:30]=[CH:29][C:7]2[CH2:8][CH2:9][N:10]([CH2:13][CH2:14][NH:15][C:16](=[O:28])[C:17]3[CH:22]=[CH:21][C:20]([NH2:23])=[CH:19][C:18]=3[O:26][CH3:27])[CH2:11][CH2:12][C:6]=2[CH:5]=1 |f:1.2|. Reported procedure: 7-Nitro-3-(2-[2-methoxy-4-nitrobenzamido]ethyl)-1,2,4,5-tetrahydro-3H-3-benzazepine (0.52 g) was stirred under a hydrogen atmosphere [344.7 kPa (50 p.s.i.)] in an ethanol/methanol (1:1) solution at room temperature for 3 hours. The catalyst was then removed by filtration and the filtrate evaporated in vacuo to give the title compound as a foam, yield 0.42 g, which was used directly without further purification. Reactants: Compound B3, C(#N)C1=CC=C2C=3C(C4=C(C(C3NC2=C1)(C)C)C=C(C=C4)C(=O)O)=O (3-cyano-6,6-dimethyl-11-oxo-6,11-dihydro-5H-benzo[b]carbazol-8-carboxylic acid), N1CCC(CC1)O (piperidin-4-ol). Procedure details: Under the same conditions as the method for synthesizing Compound B3-15, the title compound was prepared from Compound B2-28 and piperidin-4-ol. The product is OC1CCN(CC1)C(=O)C=1C=CC2=C(C(C=3NC4=CC(=CC=C4C3C2=O)C#N)(C)C)C1 (8-(4-Hydroxy-piperidin-1-carbonyl)-6,6-dimethyl-11-oxo-6,11-dihydro-5H-benzo[b]carbazole-3-carbonitrile). RXN SMILES: [C:1]([C:3]1[CH:15]=[C:14]2[C:6]([C:7]3[C:8](=[O:25])[C:9]4[CH:21]=[CH:20][C:19]([C:22]([OH:24])=O)=[CH:18][C:10]=4[C:11]([CH3:17])([CH3:16])[C:12]=3[NH:13]2)=[CH:5][CH:4]=1)#[N:2].[NH:26]1[CH2:31][CH2:30][CH:29]([OH:32])[CH2:28][CH2:27]1>>[OH:32][CH:29]1[CH2:30][CH2:31][N:26]([C:22]([C:19]2[CH:20]=[CH:21][C:9]3[C:8](=[O:25])[C:7]4[C:6]5[C:14](=[CH:15][C:3]([C:1]#[N:2])=[CH:4][CH:5]=5)[NH:13][C:12]=4[C:11]([CH3:17])([CH3:16])[C:10]=3[CH:18]=2)=[O:24])[CH2:27][CH2:28]1. Starting materials: Cl.Cl.N1=C(C=CC=C1)N(C(=O)C=1C=CC2=C(N=C(S2)CNC2=CC=C(C=C2)C(N)=N)C1)CC(=O)OCC (2-[N-(4-amidinophenyl)aminomethyl]benzothiazol-5-yl-carboxylic acid-N-(2-pyridyl)-N-(ethoxycarbonylmethyl)amide dihydrochloride), [OH-].[Na+] (sodium hydroxide), C23H20N6O3S. Yields the product Cl.Cl.N1=C(C=CC=C1)N(C(=O)C=1C=CC2=C(N=C(S2)CNC2=CC=C(C=C2)C(N)=N)C1)CC(=O)O (2-[N-(4-amidinophenyl)aminomethyl]benzothiazol-5-yl-carboxylic acid-N-(2-pyridyl)-N-(hydroxycarbonylmethyl) amide dihydrochloride). Yield: 90.0%. Reaction SMILES: [ClH:1].Cl.[N:3]1[CH:8]=[CH:7][CH:6]=[CH:5][C:4]=1[N:9]([CH2:32][C:33]([O:35]CC)=[O:34])[C:10]([C:12]1[CH:13]=[CH:14][C:15]2[S:19][C:18]([CH2:20][NH:21][C:22]3[CH:27]=[CH:26][C:25]([C:28](=[NH:30])[NH2:29])=[CH:24][CH:23]=3)=[N:17][C:16]=2[CH:31]=1)=[O:11].[OH-].[Na+]>>[ClH:1].[ClH:1].[N:3]1[CH:8]=[CH:7][CH:6]=[CH:5][C:4]=1[N:9]([CH2:32][C:33]([OH:35])=[O:34])[C:10]([C:12]1[CH:13]=[CH:14][C:15]2[S:19][C:18]([CH2:20][NH:21][C:22]3[CH:27]=[CH:26][C:25]([C:28](=[NH:29])[NH2:30])=[CH:24][CH:23]=3)=[N:17][C:16]=2[CH:31]=1)=[O:11] |f:0.1.2,3.4,5.6.7|. Procedure details: Prepared analogously to Example 10 from 2-[N-(4-amidinophenyl)aminomethyl]benzothiazol-5-yl-carboxylic acid-N-(2-pyridyl)-N-(ethoxycarbonylmethyl)amide dihydrochloride and sodium hydroxide solution. Yield: 90% of theory, C23H20N6O3S (460.52); EKA mass spectrum: (M+H)+=461; (M+Na)+=483; (M+2Na)++=253. The reactants are [BH4-], N#Cc1cccc(C(=O)N2CCC(N(Cc3ccnc4ccccc34)C(=O)C(F)(F)F)CC2Cc2ccccc2)c1, [Na+]. The product is N#Cc1cccc(C(=O)N2CCC(NCc3ccnc4ccccc34)CC2Cc2ccccc2)c1. Reaction SMILES: [BH4-:42].[CH2:1]([c:2]1[cH:3][cH:4][cH:5][cH:6][cH:7]1)[CH:8]1[N:9]([C:32]([c:33]2[cH:34][c:35]([C:39]#[N:40])[cH:36][cH:37][cH:38]2)=[O:41])[CH2:10][CH2:11][CH:12]([N:14]([C:15](=[O:16])[C:17]([F:18])([F:19])[F:20])[CH2:21][c:22]2[cH:23][cH:24][n:25][c:26]3[cH:27][cH:28][cH:29][cH:30][c:31]23)[CH2:13]1.[Na+:43]>>[CH2:1]([c:2]1[cH:3][cH:4][cH:5][cH:6][cH:7]1)[CH:8]1[N:9]([C:32]([c:33]2[cH:34][c:35]([C:39]#[N:40])[cH:36][cH:37][cH:38]2)=[O:41])[CH2:10][CH2:11][CH:12]([NH:14][CH2:21][c:22]2[cH:23][cH:24][n:25][c:26]3[cH:27][cH:28][cH:29][cH:30][c:31]23)[CH2:13]1. Starting materials: CCO, CC1(c2cccnc2CC#N)OCCO1. The product is CC1(c2cccnc2CCN)OCCO1. Reaction SMILES: [CH3:16][CH2:17][OH:18].[CH3:1][C:2]1([c:7]2[c:8]([CH2:13][C:14]#[N:15])[n:9][cH:10][cH:11][cH:12]2)[O:3][CH2:4][CH2:5][O:6]1>>[CH3:1][C:2]1([c:7]2[c:8]([CH2:13][CH2:14][NH2:15])[n:9][cH:10][cH:11][cH:12]2)[O:3][CH2:4][CH2:5][O:6]1.